This data is from the Open Reaction Database (ORD), a public repository of structured organic reaction records. The task is: describe an organic reaction: reactants, conditions, products, and yield Reactants: COC1=CC=C(C=C1)CC(=O)O (p-methoxyphenylacetic acid), [H-].[Al+3].[Li+].[H-].[H-].[H-] (lithium aluminum hydride). Solvent: CCOCC (ether), CCOCC (ether). The product is COC1=CC=C(C=C1)CCO (2-(p-methoxyphenyl)-ethan-1-ol). Yield: 84.3%. Reaction SMILES: [CH3:1][O:2][C:3]1[CH:8]=[CH:7][C:6]([CH2:9][C:10](O)=[O:11])=[CH:5][CH:4]=1.[H-].[Al+3].[Li+].[H-].[H-].[H-]>CCOCC>[CH3:1][O:2][C:3]1[CH:8]=[CH:7][C:6]([CH2:9][CH2:10][OH:11])=[CH:5][CH:4]=1 |f:1.2.3.4.5.6|. Procedure: A solution of 100 g (0.60 mol) of p-methoxyphenylacetic acid in ether is introduced into a 4 l reactor, under nitrogen, which contains 28 g (0.74 mol) of lithium aluminum hydride and 600 ml of anhydrous ether. The mixture is heated under reflux for 3 hours and then cooled in a bath of ice and salt and the excess hydride is removed by cautiously adding 25 ml of water, followed by 25 ml of 15% strength NaOH and, finally, 20 ml of water. The white precipitate is removed by filtration, and after eva... Reactants: ClC=1C=C(COC2=CC=C(N)C=C2)C=CC1 (4-(3'-chlorobenzyloxy) aniline), O1CC1C(C)O (1,2-epoxybutan-3-ol). The solvent is C(C)(C)O (isopropanol). The product is ClC=1C=C(COC2=CC=C(C=C2)NCC(C(C)O)O)C=CC1 (1-[4-(3-chlorobenzyloxy)phenylamino] butane-2,3-diol). The yield is 50.3%. Reaction SMILES: [Cl:1][C:2]1[CH:3]=[C:4]([CH:14]=[CH:15][CH:16]=1)[CH2:5][O:6][C:7]1[CH:13]=[CH:12][C:10]([NH2:11])=[CH:9][CH:8]=1.[O:17]1[CH:19]([CH:20]([OH:22])[CH3:21])[CH2:18]1>C(O)(C)C>[Cl:1][C:2]1[CH:3]=[C:4]([CH:14]=[CH:15][CH:16]=1)[CH2:5][O:6][C:7]1[CH:13]=[CH:12][C:10]([NH:11][CH2:21][CH:20]([OH:22])[CH:19]([OH:17])[CH3:18])=[CH:9][CH:8]=1. Procedure details: A solution containing 50 g (0.21 mol) of 4-(3'-chlorobenzyloxy) aniline and 21.6 g (0.24 mol) of the mixture obtained in Example 1 in 850 ml of isopropanol is refluxed for 6 hrs 30 mins. When the isopropanol has evaporated, the crude mixture is purified by flash silica chromatography (eluant: CH2Cl2 --CH3OH: 97-3). 34 g (yield: 49%) of white solid is recovered, corresponding to the product expected and having a melting point of from 95°-96° C. Starting materials: II (iodine), C(CCC)[Li] (butyllithium), C(CC)C1=CC(=CC(=C1)F)F (1-propyl-3,5-difluorobenzene), C([O-])(O)=O.[Na+] (sodium bicarbonate). The solvent is O1CCCC1 (tetrahydrofuran), CCCCCC (hexane), O1CCCC1 (tetrahydrofuran). Yields the product C(CC)C1=CC(=C(C(=C1)F)I)F (1-propyl-3,5-difluoro-4-iodobenzene). RXN SMILES: C([Li])CCC.[CH2:6]([C:9]1[CH:14]=[C:13]([F:15])[CH:12]=[C:11]([F:16])[CH:10]=1)[CH2:7][CH3:8].[I:17]I.C(=O)(O)[O-].[Na+]>CCCCCC.O1CCCC1>[CH2:6]([C:9]1[CH:10]=[C:11]([F:16])[C:12]([I:17])=[C:13]([F:15])[CH:14]=1)[CH2:7][CH3:8] |f:3.4|. Procedure details: 22 ml of a 1.6N butyllithium solution in hexane were added dropwise during 30 min. to a solution of 5 g of 1-propyl-3,5-difluorobenzene in 50 ml of dry tetrahydrofuran at -70° C. and left to react at -70° C. for 1 hour. Then, a solution of 8.95 g of iodine in 20 ml of dry tetrahydrofuran was added dropwise at -60° within 10 minutes and the mixture was gradually warmed to room temperature within a further 30 minutes. The resulting yellow solution was then treated with 40 ml of a 10 percent aqueou... Reactants: FC(C(=O)NC=1N=C2N(C=C(C=C2)C(C2=CC=CC=C2)=O)C1C1=CC(=C(C=C1)Cl)Cl)(F)F (2-trifluoroacetamido-3-(3,4-dichlorophenyl)-6-benzoyl-imidazo[1,2-a]pyridine). Run in CC(OCC)=O (EA). Yields the product NC=1N=C2N(C=C(C=C2)C(C2=CC=CC=C2)=O)C1C1=CC(=C(C=C1)Cl)Cl (2-Amino-3-(3,4-dichlorophenyl)-6-benzoyl-imidazo[1,2-a]pyridine). Reaction SMILES: FC(F)(F)C([NH:5][C:6]1[N:7]=[C:8]2[CH:13]=[CH:12][C:11]([C:14](=[O:21])[C:15]3[CH:20]=[CH:19][CH:18]=[CH:17][CH:16]=3)=[CH:10][N:9]2[C:22]=1[C:23]1[CH:28]=[CH:27][C:26]([Cl:29])=[C:25]([Cl:30])[CH:24]=1)=O>CC(=O)OCC>[NH2:5][C:6]1[N:7]=[C:8]2[CH:13]=[CH:12][C:11]([C:14](=[O:21])[C:15]3[CH:20]=[CH:19][CH:18]=[CH:17][CH:16]=3)=[CH:10][N:9]2[C:22]=1[C:23]1[CH:28]=[CH:27][C:26]([Cl:29])=[C:25]([Cl:30])[CH:24]=1. Reported procedure: The 2-trifluoroacetamido-3-(3,4-dichlorophenyl)-6-benzoyl-imidazo[1,2-a]pyridine (9.91 g, 20.8 mmol) was converted to product in a manner substantially analogous to Example 67 to yield 7.17 g. (90.4%). EA, MS(FD). Starting materials: C(=O)(O)[O-].[Na+] (NaHCO3), BrC(C=1C=CC(=NC1)C(=O)OC)Br (methyl 5-(dibromomethyl)pyridine-2-carboxylate), CO (methanol), CO (methanol), [Na+].[Cl-] (NaCl). Reagents/catalysts: [N+](=O)([O-])[O-].[Ag+] (AgNO3). Run in O (water), C(OC)(OC)OC (trimethyl orthoformate). Product: COC(C=1C=CC(=NC1)C(=O)OC)OC (Methyl 5-(Dimethoxymethyl)pyridine-2-carboxylate). The yield is 96.0%. Reaction SMILES: Br[CH:2](Br)[C:3]1[CH:4]=[CH:5][C:6]([C:9]([O:11][CH3:12])=[O:10])=[N:7][CH:8]=1.[C:14]([O-:17])(O)=O.[Na+].[Na+].[Cl-].[CH3:21][OH:22]>C(OC)(OC)OC.O.[N+]([O-])([O-])=O.[Ag+]>[CH3:21][O:22][CH:2]([O:17][CH3:14])[C:3]1[CH:4]=[CH:5][C:6]([C:9]([O:11][CH3:12])=[O:10])=[N:7][CH:8]=1 |f:1.2,3.4,8.9|. Procedure details: To a solution of methyl 5-(dibromomethyl)pyridine-2-carboxylate (927 mg, 3.00 mmol) in methanol (10 ml) and trimethyl orthoformate (2 ml) was added a solution AgNO3 (1.12 g, 6.6 mmol) in methanol (20 ml) over 15 minutes. After refluxing the reaction for 1 hour, it was cooled and poured into a solution of NaHCO3 (0.84 g, 10 mmol) in water (50 ml) containing a small amount of NaCl. The thick slurry was filtered through a 25-50 micron frit, and the filtrate concentrated to 10 ml and extracted with ... Reactants: N1C(=NC2=C1C=CC=C2)CC2=CC=C(C(=O)OC)C=C2 (methyl 4-((1H-benzo[d]imidazol-2-yl)methyl)benzoate), [OH-].[Na+] (sodium hydroxide), O (water). Solvent: CO (methanol). Conditions: temperature 65 celsius, time 3 hour. Product: N1C(=NC2=C1C=CC=C2)CC2=CC=C(C(=O)O)C=C2 (4-((1H-benzo[d]imidazol-2-yl)methyl)benzoic acid). Yield: 82.0%. RXN SMILES: [NH:1]1[C:5]2[CH:6]=[CH:7][CH:8]=[CH:9][C:4]=2[N:3]=[C:2]1[CH2:10][C:11]1[CH:20]=[CH:19][C:14]([C:15]([O:17]C)=[O:16])=[CH:13][CH:12]=1.[OH-].[Na+].O>CO>[NH:1]1[C:5]2[CH:6]=[CH:7][CH:8]=[CH:9][C:4]=2[N:3]=[C:2]1[CH2:10][C:11]1[CH:20]=[CH:19][C:14]([C:15]([OH:17])=[O:16])=[CH:13][CH:12]=1 |f:1.2|. Procedure details: A solution of methyl 4-((1H-benzo[d]imidazol-2-yl)methyl)benzoate (5 g, 0.019 mol) in methanol was treated with sodium hydroxide (1.50 g, 0.037 mol) and water, heated to 65° C., stirred for 3 h and concentrated under reduced pressure. The resultant residue was dissolved in water and acidified with concentrated HCl. The resultant precipitate was removed by filtration and dried under vacuum overnight to provide 4-((1H-benzo[d]imidazol-2-yl)methyl)benzoic acid (82.0%). 1H NMR-(400 MHz, DSMO-d6): 7.... Reactants: ClC1=C(C=C(CO)C=C1)OC (4-chloro-3-methoxybenzyl alcohol), S(=O)(Cl)Cl (thionyl chloride). Run in C(Cl)Cl (DCM). Yields the product ClC1=C(C=C(CCl)C=C1)OC (4-chloro-3-methoxybenzyl chloride). RXN SMILES: [Cl:1][C:2]1[CH:9]=[CH:8][C:5]([CH2:6]O)=[CH:4][C:3]=1[O:10][CH3:11].S(Cl)([Cl:14])=O>C(Cl)Cl>[Cl:1][C:2]1[CH:9]=[CH:8][C:5]([CH2:6][Cl:14])=[CH:4][C:3]=1[O:10][CH3:11]. Procedure details: 4-chloro-3-methoxybenzyl alcohol (5 g, 1 equiv) in 15 mL of DCM was treated with thionyl chloride (5 mL, 3 equiv) at reflux for 2 hours. Evaporation of volatiles gave 4-chloro-3-methoxybenzyl chloride.